From a dataset of the Open Reaction Database (ORD), a public repository of structured organic reaction records. describe an organic reaction: reactants, conditions, products, and yield Reactants: NC1=NC(=NC2=CC(=C(C=C12)OC)OC)Cl (4-amino-2-chloro-6,7-dimethoxyquinazoline), C(C1=CC=CC=C1)OC(=O)N1[C@@H](CNCC1)C(=O)NC(C)(C)C ((S)-4-[(benzyloxy)carbonyl]-3-(1,1-dimethylethylamino) carbonyl piperazine). Solvent: CC(C)O (2-propanol). Product: NC1=NC(=NC2=CC(=C(C=C12)OC)OC)N1C[C@H](N(CC1)C(=O)OCC1=CC=CC=C1)C(=O)NC(C)(C)C ((S)-1-(4-Amino-6,7-dimethoxy-2-quinazolinyl)-4-[(benzyloxy)carbonyl]-3-(1,1-dimethylethylamino)carbonyl piperazine). Reaction SMILES: [NH2:1][C:2]1[C:11]2[C:6](=[CH:7][C:8]([O:14][CH3:15])=[C:9]([O:12][CH3:13])[CH:10]=2)[N:5]=[C:4](Cl)[N:3]=1.[CH2:17]([O:24][C:25]([N:27]1[CH2:32][CH2:31][NH:30][CH2:29][C@H:28]1[C:33]([NH:35][C:36]([CH3:39])([CH3:38])[CH3:37])=[O:34])=[O:26])[C:18]1[CH:23]=[CH:22][CH:21]=[CH:20][CH:19]=1>CC(O)C>[NH2:1][C:2]1[C:11]2[C:6](=[CH:7][C:8]([O:14][CH3:15])=[C:9]([O:12][CH3:13])[CH:10]=2)[N:5]=[C:4]([N:30]2[CH2:31][CH2:32][N:27]([C:25]([O:24][CH2:17][C:18]3[CH:23]=[CH:22][CH:21]=[CH:20][CH:19]=3)=[O:26])[C@H:28]([C:33]([NH:35][C:36]([CH3:39])([CH3:38])[CH3:37])=[O:34])[CH2:29]2)[N:3]=1. Procedure: A solution of 4-amino-2-chloro-6,7-dimethoxyquinazoline (0.78 g, 3.2535 mmol) and (S)-4-[(benzyloxy)carbonyl]-3-(1,1-dimethylethylamino) carbonyl piperazine (see Askin, D. et al., Tetrahedron Letters 1994, 35, 673-676) (1.04 g, 3.2535 mmol) in 2-propanol (6 mL) was heated at 90° C. (24 h). The solvent was removed in vacuo and the residue subjected to SGC (SiO2, 40 mm×240 mm, 0-10% MeOH/CH2Cl2) which afforded (S)-1-(4-Amino-6,7-dimethoxy-2-quinazolinyl)-4-[(benzyloxy)carbonyl]-3-(1,1-dimethylethy... Starting materials: S1C2=C(C=C1[Li])SC=C2 (thieno[3,2-b]thiophenyl lithium), C(CCC)[Li] (n-butyllithium), S1C2=C(C=C1)SC=C2 (thieno[3,2-b]thiophene), C(CCCCCCCCCCCCCCCCC)Br (octadecyl bromide), [S] (sulfur), [Cl-].[NH4+] (ammonium chloride). The solvent is C(C)OCC (diethyl ether), C(C)OCC (diethyl ether). Conditions: time 60 minute. Yields the product C(CCCCCCCCCCCCCCCCC)SC1=CC2=C(S1)C=CS2 (2-Octadecylthiothieno[3,2-b]thiophene). As a reaction SMILES: C([Li])CCC.[S:6]1[CH:10]=[CH:9][C:8]2[S:11][CH:12]=[CH:13][C:7]1=2.[S].S1[C:19]([Li])=[CH:18][C:17]2[S:21][CH:22]=[CH:23][C:16]1=2.[CH2:24](Br)[CH2:25][CH2:26][CH2:27][CH2:28][CH2:29][CH2:30][CH2:31][CH2:32][CH2:33][CH2:34][CH2:35]CCCCCC.[Cl-].[NH4+]>C(OCC)C>[CH2:22]([S:21][C:10]1[S:6][C:7]2[CH:13]=[CH:12][S:11][C:8]=2[CH:9]=1)[CH2:23][CH2:16][CH2:17][CH2:18][CH2:19][CH2:35][CH2:34][CH2:33][CH2:32][CH2:31][CH2:30][CH2:29][CH2:28][CH2:27][CH2:26][CH2:25][CH3:24] |f:5.6,^3:13|. Reported procedure: 47 ml (75 mmol) of 1.6N n-butyllithium are added dropwise at room temperature under nitrogen as blanketing gas to 10 g (71 mmol) of thieno[3,2-b]thiophene dissolved in dry diethyl ether. The mixture is then allowed to reflux for 30 minutes. Subsequently, 2.4 g (75 mmol) of dried sulfur are added with ice cooling and vigorous stirring to the resulting suspension of the thieno[3,2-b]thiophenyl lithium salt. The mixture is then allowed to warm to room temperature and stirred for 60 minutes. After r... The product is COC(=O)C1CC(O)C(O)C1. Starting materials: [Na+], [Na+], [Na+], O=C([O-])[O-], COC(=O)C1CC2OC2C1, C1CCOC1, O, O=C([O-])O, O=S(=O)(O)O. As a reaction SMILES: [Na+:11].[Na+:12].[Na+:17].[O-:13][C:14](=[O:15])[O-:16].[O:1]1[CH:2]2[CH:3]1[CH2:4][CH:5]([C:7](=[O:8])[O:9][CH3:10])[CH2:6]2.[O:22]1[CH2:23][CH2:24][CH2:25][CH2:26]1.[OH2:27].[OH:18][C:19](=[O:20])[O-:21].[S:28](=[O:29])(=[O:30])([OH:31])[OH:32]>>[OH:1][CH:3]1[CH:2]([OH:13])[CH2:6][CH:5]([C:7](=[O:8])[O:9][CH3:10])[CH2:4]1. Reactants: ClCCl, Clc1ncc(Cl)c(Cl)n1, [K+], [K+], CC(C)C(N)C(N)=O, O=C([O-])[O-], CN(C)C=O. The product is CC(C)C(Nc1nc(Cl)ncc1Cl)C(N)=O. Reaction SMILES: [Cl:29][CH2:30][Cl:31].[Cl:9][c:10]1[n:11][cH:12][c:13]([Cl:17])[c:14]([Cl:16])[n:15]1.[K+:18].[K+:19].[NH2:1][CH:2]([C:3](=[O:4])[NH2:5])[CH:6]([CH3:7])[CH3:8].[O-:20][C:21]([O-:22])=[O:23].[O:24]=[CH:25][N:26]([CH3:27])[CH3:28]>>[NH:1]([CH:2]([C:3](=[O:4])[NH2:5])[CH:6]([CH3:7])[CH3:8])[c:14]1[c:13]([Cl:17])[cH:12][n:11][c:10]([Cl:9])[n:15]1. Starting materials: CCOC(=O)C1(Sc2cnc(N)s2)CCC1, CCOC(=O)C(C)(C)Sc1cnc(N)s1, CC1CCC(N(CCCCc2ccccc2)C(=O)Nc2ncc(SC(C)(C)C(=O)O)s2)CC1. The product is CC1CCC(N(CCCCc2ccccc2)C(=O)Nc2ncc(SC3(C(=O)O)CCC3)s2)CC1. Reaction SMILES: [CH2:34]([O:35][C:36]([C:37]1([S:38][c:39]2[s:40][c:41]([NH2:42])[n:43][cH:44]2)[CH2:45][CH2:46][CH2:47]1)=[O:48])[CH3:49].[CH2:50]([O:51][C:52](=[O:53])[C:54]([S:55][c:56]1[s:57][c:58]([NH2:59])[n:60][cH:61]1)([CH3:62])[CH3:63])[CH3:64].[CH3:1][C:2]([C:3](=[O:4])[OH:5])([CH3:6])[S:7][c:8]1[cH:9][n:10][c:11]([NH:13][C:14](=[O:15])[N:16]([CH2:17][CH2:18][CH2:19][CH2:20][c:21]2[cH:22][cH:23][cH:24][cH:25][cH:26]2)[CH:27]2[CH2:28][CH2:29][CH:30]([CH3:33])[CH2:31][CH2:32]2)[s:12]1>>[CH2:1]1[C:2]([C:3](=[O:4])[OH:5])([S:7][c:8]2[cH:9][n:10][c:11]([NH:13][C:14](=[O:15])[N:16]([CH2:17][CH2:18][CH2:19][CH2:20][c:21]3[cH:22][cH:23][cH:24][cH:25][cH:26]3)[CH:27]3[CH2:28][CH2:29][CH:30]([CH3:33])[CH2:31][CH2:32]3)[s:12]2)[CH2:6][CH2:34]1. Starting materials: [H-].[Na+] (sodium hydride), C(CCC)(=O)NC=1C=C(C(=O)OCC)C=CC1[N+](=O)[O-] (ethyl 3-butyrylamino-4-nitrobenzoate), BrC1=C(CBr)C=CC=C1 (2-bromobenzyl bromide). The solvent is CN(C=O)C (N,N-dimethylformamide), CN(C=O)C (N,N-dimethylformamide), ice water. Run at time 1 hour. Yields the product BrC1=C(CCCCC(=O)NC=2C=C(C(=O)OCC)C=CC2[N+](=O)[O-])C=CC=C1 (ethyl 3-[N-(2-bromobenzyl)butyrylamino]-4-nitrobenzoate). The yield is 136.4%. RXN SMILES: [H-].[Na+].[C:3]([NH:8][C:9]1[CH:10]=[C:11]([CH:17]=[CH:18][C:19]=1[N+:20]([O-:22])=[O:21])[C:12]([O:14][CH2:15][CH3:16])=[O:13])(=[O:7])[CH2:4][CH2:5][CH3:6].[Br:23][C:24]1[CH:31]=[CH:30][CH:29]=[CH:28][C:25]=1[CH2:26]Br>CN(C)C=O>[Br:23][C:24]1[CH:31]=[CH:30][CH:29]=[CH:28][C:25]=1[CH2:26][CH2:6][CH2:5][CH2:4][C:3]([NH:8][C:9]1[CH:10]=[C:11]([CH:17]=[CH:18][C:19]=1[N+:20]([O-:22])=[O:21])[C:12]([O:14][CH2:15][CH3:16])=[O:13])=[O:7] |f:0.1|. Reported procedure: One-hundred milligrams of sodium hydride (60% water-in-oil suspension) were added to a solution of 247 mg of ethyl 3-butyrylamino-4-nitrobenzoate in 10 ml of N,N-dimethylformamide in a nitrogen atmosphere at room temperature in some divided portions. The reaction suspension was stirred at the same temperature for 1 hour, and a solution of 244 mg of 2-bromobenzyl bromide in 2 ml of N,N-dimethylformamide was gradually added dropwise thereto over a period of 10 minutes. The reaction mixture was sti... Reactants: Cc1ccccc1, C[Si](C)(C)C=[N+]=[N-], CO, Nc1ccc(Cl)nc1C(=O)O. Yields the product COC(=O)c1nc(Cl)ccc1N. RXN SMILES: [CH3:12][c:13]1[cH:14][cH:15][cH:16][cH:17][cH:18]1.[CH3:19][Si:20]([CH:21]=[N+:22]=[N-:23])([CH3:24])[CH3:25].[CH3:26][OH:27].[NH2:1][c:2]1[c:3]([C:9](=[O:10])[OH:11])[n:4][c:5]([Cl:8])[cH:6][cH:7]1>>[NH2:1][c:2]1[c:3]([C:9]([O:10][CH3:12])=[O:11])[n:4][c:5]([Cl:8])[cH:6][cH:7]1. Starting materials: OC(=O)C(F)(F)F.FC1=CC=C(C=C1)C[C@@H](C(=O)NC1=CC(=NN1C)C1=CC(=NC=C1)C)NC(OC(C)(C)C)=O (tert-butyl (S)-3-(4-fluorophenyl)-1-(1-methyl-3-(2-methylpyridin-4-yl)-1H-pyrazol-5-ylamino)-1-oxopropan-2-ylcarbamate TFA), C(=O)(C(F)(F)F)O (TFA). The solvent is C(Cl)Cl (DCM). Reaction conditions: time 12 hour. Yields the product N[C@H](C(=O)NC1=CC(=NN1C)C1=CC(=NC=C1)C)CC1=CC=C(C=C1)F ((2S)-2-amino-3-(4-fluorophenyl)-N-(1-methyl-3-(2-methylpyridin-4-yl)-1H-pyrazol-5-yl)propanamide), 16.1F. Yield: 100.0%. Reaction SMILES: OC(C(F)(F)F)=O.[F:8][C:9]1[CH:14]=[CH:13][C:12]([CH2:15][C@H:16]([NH:33]C(=O)OC(C)(C)C)[C:17]([NH:19][C:20]2[N:24]([CH3:25])[N:23]=[C:22]([C:26]3[CH:31]=[CH:30][N:29]=[C:28]([CH3:32])[CH:27]=3)[CH:21]=2)=[O:18])=[CH:11][CH:10]=1.C(O)(C(F)(F)F)=O>C(Cl)Cl>[NH2:33][C@@H:16]([CH2:15][C:12]1[CH:11]=[CH:10][C:9]([F:8])=[CH:14][CH:13]=1)[C:17]([NH:19][C:20]1[N:24]([CH3:25])[N:23]=[C:22]([C:26]2[CH:31]=[CH:30][N:29]=[C:28]([CH3:32])[CH:27]=2)[CH:21]=1)=[O:18] |f:0.1|. Procedure: To a 100 flask was added tert-butyl (S)-3-(4-fluorophenyl)-1-(1-methyl-3-(2-methylpyridin-4-yl)-1H-pyrazol-5-ylamino)-1-oxopropan-2-ylcarbamate TFA 16.1.E (529 mg, 0.93 mmole), 20 ml of DCM, and 10 ml of TFA. The reaction was stirred at room temperature for 12 hours at which time the solvent was removed to give (2S)-2-amino-3-(4-fluorophenyl)-N-(1-methyl-3-(2-methylpyridin-4-yl)-1H-pyrazol-5-yl)propanamide diTFA 16.1F as a yellow solid (560 mg 100% yield). LCMS ESI (pos.) m/e: 354.1 (M+1). Reactants: C(C)(=O)O[C@H]1[C@@H](O[C@@H]([C@H]([C@@H]1OC(C)=O)OC(C)=O)COC(C)=O)OC=1N=CNC1C(=O)N (4-(2,3,4,6-tetra-O-acetyl-β-D-glucopyranosyl)oxy-1H-imidazole-5-carboxamide), C[O-].[Na+] (sodium methoxide), C(C)(=O)O (acetic acid). Run in CO (methanol). Conditions: time 20 minute. The product is [C@@H]1([C@H](O)[C@@H](O)[C@H](O)[C@H](O1)CO)OC=1N=CNC1C(=O)N (4-β-D-glucopyranosyloxy-1H-imidazole-5-carboxamide). Yield: 90.0%. As a reaction SMILES: C([O:4][C@@H:5]1[C@@H:10]([O:11]C(=O)C)[C@H:9]([O:15]C(=O)C)[C@@H:8]([CH2:19][O:20]C(=O)C)[O:7][C@H:6]1[O:24][C:25]1[N:26]=[CH:27][NH:28][C:29]=1[C:30]([NH2:32])=[O:31])(=O)C.C[O-].[Na+].C(O)(=O)C>CO>[C@@H:6]1([O:24][C:25]2[N:26]=[CH:27][NH:28][C:29]=2[C:30]([NH2:32])=[O:31])[O:7][C@H:8]([CH2:19][OH:20])[C@@H:9]([OH:15])[C@H:10]([OH:11])[C@H:5]1[OH:4] |f:1.2|. Procedure: To a solution of 457 mg of 4-(2,3,4,6-tetra-O-acetyl-β-D-glucopyranosyl)oxy-1H-imidazole-5-carboxamide in 30 ml of dry methanol was added 270 mg of 95% sodium methoxide. The reaction mixture was stirred for 20 minutes at room temperature and 0.33 ml of acetic acid was added. Chromatographical purification on LH-20 (product of Pharmacia A/S) in methanol of the residue which was obtained after evaporation of the reaction mixture under reduced pressure, gave 260 mg of 4-β-D-glucopyranosyloxy-1H-imi...